From a dataset of the Open Reaction Database (ORD), a public repository of structured organic reaction records. describe an organic reaction: reactants, conditions, products, and yield The reactants are C1(C=2C(C(N1CCCSC1=CC=NC=C1)=O)=CC=CC2)=O (4-(3-phthalimidopropylthio)pyridine), [BH4-].[Na+] (sodium borohydride). Run in C(C)O (ethanol). Run at time 5 hour. Yields the product OC1N(C(C2=CC=CC=C12)=O)CCCSC1=CC=NC=C1 (4-[3-(3-hydroxyisoindolin-1-on-2-yl)propylthio]pyridine). Yield: 54.4%. As a reaction SMILES: [C:1]1(=[O:21])[N:5]([CH2:6][CH2:7][CH2:8][S:9][C:10]2[CH:15]=[CH:14][N:13]=[CH:12][CH:11]=2)[C:4](=[O:16])[C:3]2=[CH:17][CH:18]=[CH:19][CH:20]=[C:2]12.[BH4-].[Na+]>C(O)C>[OH:21][CH:1]1[C:2]2[C:3](=[CH:17][CH:18]=[CH:19][CH:20]=2)[C:4](=[O:16])[N:5]1[CH2:6][CH2:7][CH2:8][S:9][C:10]1[CH:15]=[CH:14][N:13]=[CH:12][CH:11]=1 |f:1.2|. Reported procedure: To a solution of 5.97 g (20.0 mmol) of 4-(3-phthalimidopropylthio)pyridine in 300 ml of ethanol, 1.51 g (40 mmol) of sodium borohydride was added, and the mixture was stirred at room temperature for 5 hours. The solvent was distilled off and saturated saline was added to the residue. The mixture was extracted with chloroform and the extract was dried over anhydrous magnesium sulfate. The solvent was distilled off and the residue was purified by column chromatography (eluent: ethanol/ethyl acetat...